From a dataset of the Open Reaction Database (ORD), a public repository of structured organic reaction records. describe an organic reaction: reactants, conditions, products, and yield The yield is 76.0%. The product is OC=1C=CC2=C(OC(=CO2)C(=O)N2CCN(CC2)C(C2=CC=C(C=C2)F)C2=CC=C(C=C2)F)C1 (7-HYDROXY-2-{4-[BIS(4-FLUOROPHENYL)METHYL]PIPERAZIN-1-YLCARBONYL}-1,4-BENZODIOXIN). Reactants: FC1=CC=C(C=C1)C(N1CCNCC1)C1=CC=C(C=C1)F (1-[bis(4-fluorophenyl)methyl]piperazine), OC=1C=CC2=C(OC(=CO2)C(=O)O)C1 (7-hydroxy-1,4-benzodioxin-2-carboxylic acid). Procedure: That compound is obtained in a yield of 76% starting from 1-[bis(4-fluorophenyl)methyl]piperazine and 7-hydroxy-1,4-benzodioxin-2-carboxylic acid. RXN SMILES: [F:1][C:2]1[CH:7]=[CH:6][C:5]([CH:8]([C:15]2[CH:20]=[CH:19][C:18]([F:21])=[CH:17][CH:16]=2)[N:9]2[CH2:14][CH2:13][NH:12][CH2:11][CH2:10]2)=[CH:4][CH:3]=1.[OH:22][C:23]1[CH:24]=[CH:25][C:26]2[O:31][CH:30]=[C:29]([C:32](O)=[O:33])[O:28][C:27]=2[CH:35]=1>>[OH:22][C:23]1[CH:24]=[CH:25][C:26]2[O:31][CH:30]=[C:29]([C:32]([N:12]3[CH2:11][CH2:10][N:9]([CH:8]([C:5]4[CH:4]=[CH:3][C:2]([F:1])=[CH:7][CH:6]=4)[C:15]4[CH:20]=[CH:19][C:18]([F:21])=[CH:17][CH:16]=4)[CH2:14][CH2:13]3)=[O:33])[O:28][C:27]=2[CH:35]=1. The reactants are CN1C(=CC=C1)C(=O)C1=CC=C2N1CCCC2C(=O)OC(C)C (isopropyl 3-(N-methyl-2-pyrroyl)-5,6,7,8-tetrahydropyrrolo[1,2-a]pyridine-8-carboxylate), C([O-])([O-])=O.[K+].[K+] (potassium carbonate). The solvent is CO.O (methanol water). The product is CN1C(=CC=C1)C(=O)C1=CC=C2N1CCCC2C(=O)O (3-(N-methyl-2-pyrroyl)-5,6,7,8-tetrahydropyrrolo[1,2-a]pyridine-8-carboxylic acid). RXN SMILES: [CH3:1][N:2]1[CH:6]=[CH:5][CH:4]=[C:3]1[C:7]([C:9]1[N:13]2[CH2:14][CH2:15][CH2:16][CH:17]([C:18]([O:20]C(C)C)=[O:19])[C:12]2=[CH:11][CH:10]=1)=[O:8].C(=O)([O-])[O-].[K+].[K+]>CO.O>[CH3:1][N:2]1[CH:6]=[CH:5][CH:4]=[C:3]1[C:7]([C:9]1[N:13]2[CH2:14][CH2:15][CH2:16][CH:17]([C:18]([OH:20])=[O:19])[C:12]2=[CH:11][CH:10]=1)=[O:8] |f:1.2.3,4.5|. Procedure details: A mixture of 0.314 g. of isopropyl 3-(N-methyl-2-pyrroyl)-5,6,7,8-tetrahydropyrrolo[1,2-a]pyridine-8-carboxylate, 0.28 g. of potassium carbonate and 10 ml. of a (1:1) methanol-water mixture is refluxed under nitrogen atmosphere for 3 hours, cooled, and evaporated to dryness. The residue is taken up in 50 ml. of water and extracted with ethyl acetate (3×10 ml.). The aqueous solution is acidified with 10% hydrochloric acid and extracted with ethyl acetate (10×15 ml.). The combined extracts are was... The reactants are C(=NS(=O)(=O)Cl)=O (N-Chlorosulfonyl isocyanate), COC(C1=CC(=C(C(=C1)C(C)C)O)C(C)C)=O (3,5-diisopropyl-4-hydroxy-benzoic acid methyl ester). Solvent: C1(=CC=CC=C1)C (toluene). The product is COC(C1=CC(=C(C(=C1)C(C)C)OS(N)(=O)=O)C(C)C)=O (3,5-Bis(1-methylethyl)-4-(sulfamoyloxy)benzoic acid methyl ester). The yield is 49.1%. Reaction SMILES: C(=O)=[N:2][S:3](Cl)(=[O:5])=[O:4].[CH3:8][O:9][C:10](=[O:24])[C:11]1[CH:16]=[C:15]([CH:17]([CH3:19])[CH3:18])[C:14]([OH:20])=[C:13]([CH:21]([CH3:23])[CH3:22])[CH:12]=1>C1(C)C=CC=CC=1>[CH3:8][O:9][C:10](=[O:24])[C:11]1[CH:12]=[C:13]([CH:21]([CH3:22])[CH3:23])[C:14]([O:20][S:3](=[O:4])(=[O:5])[NH2:2])=[C:15]([CH:17]([CH3:19])[CH3:18])[CH:16]=1. Reported procedure: N-Chlorosulfonyl isocyanate (2.12 mL, 24.3 mmol) was added slowly to a warm solution of 3,5-diisopropyl-4-hydroxy-benzoic acid methyl ester (5.47 g, 23.1 mmol) in 300 mL toluene. The resulting solution was heated to reflux for 6 hours and then cooled to room temperature and concentrated to give a brown oil. Quenched with 200 g ice and extracted with ethyl acetate. The organic solution was dried over magnesium sulfate, filtered, and concentrated to give a tan solid. Chromatography on silica gel (...